From a dataset of the Open Reaction Database (ORD), a public repository of structured organic reaction records. describe an organic reaction: reactants, conditions, products, and yield The reactants are [Al+3].[Cl-].[Cl-].[Cl-] (AlCl3), dodecyl MgBr, C1CCOC1 (THF), COC=1C(C2=CC=CC=C2C(C1Cl)=O)=O (2-methoxy-3-chloro-1,4-naphthoquinone), C1CCOC1 (THF), [NH4+].[Cl-] (NH4Cl). The reagents and catalysts are [Cl-].[Cl-].[Zn+2] (ZnCl2). Conditions: time 8 hour. Product: C(CCCCCCCCCCC)C=1C(C2=CC=CC=C2C(C1Cl)=O)=O (2-dodecyl-3-chloronaphthoquinone), C(CCCCCCCCCCC)C=1C(C2=CC=CC=C2C(C1OC)=O)=O (2-dodecyl-3-methoxynaphthoquinone). Yield: 12.3%. Reaction SMILES: [Al+3].[Cl-].[Cl-].[Cl-].[CH3:5][O:6][C:7]1[C:8](=[O:19])[C:9]2[C:14]([C:15](=[O:18])[C:16]=1[Cl:17])=[CH:13][CH:12]=[CH:11][CH:10]=2.[NH4+].[Cl-].[CH2:22]1[CH2:26]O[CH2:24][CH2:23]1>[Cl-].[Cl-].[Zn+2]>[CH2:24]([C:7]1[C:8](=[O:19])[C:9]2[C:14]([C:15](=[O:18])[C:16]=1[Cl:17])=[CH:13][CH:12]=[CH:11][CH:10]=2)[CH2:23][CH2:22][CH2:26][CH2:9][CH2:8][CH2:7][CH2:16][CH2:15][CH2:14][CH2:13][CH3:12].[CH2:24]([C:16]1[C:15](=[O:18])[C:14]2[C:9]([C:8](=[O:19])[C:7]=1[O:6][CH3:5])=[CH:10][CH:11]=[CH:12][CH:13]=2)[CH2:23][CH2:22][CH2:26][CH2:9][CH2:8][CH2:7][CH2:16][CH2:15][CH2:14][CH2:13][CH3:12] |f:0.1.2.3,5.6,8.9.10|. Procedure: To 0.20 g (1.50 mmoles) of AlCl3 in 20 mL of THF was added 6.80 g (4.74 mmoles, 0.697 mmoles/g) of dodecyl MgBr. This mixture was added dropwise to 0.789 g (4.49 mmoles) of 2-methoxy-3-chloro-1,4-naphthoquinone and 0.529 g (3.89 mmoles) of ZnCl2 in 50 mL of THF. The mixture was stirred overnight. The green solution was poured into 100 mL of NH4Cl solution, extracted with 3×50 mL of ether, dried over MgSO4, filtered, and solvent was removed. The residue was flash-chromatographed (90% toluene/hexa... The reactants are [OH-].[Na+] (NaOH), ClC1=C(C=C(C(=C1)I)OC)C1=CC(=CC=C1)F (2-chloro-3′-fluoro-4-iodo-5-methoxy-1,1′-biphenyl), B(OC(C)C)(OC(C)C)OC(C)C (triisopropyl borate), C(CCC)[Li] (n-butyllithium). Run in C1CCOC1 (THF). Reaction conditions: time 40 minute. Product: ClC1=C(C=C(C(=C1)B(O)O)OC)C1=CC(=CC=C1)F ((2-chloro-3′-fluoro-5-methoxy-[1,1′-biphenyl]-4-yl)boronic acid). The yield is 66.1%. As a reaction SMILES: [Cl:1][C:2]1[CH:7]=[C:6](I)[C:5]([O:9][CH3:10])=[CH:4][C:3]=1[C:11]1[CH:16]=[CH:15][CH:14]=[C:13]([F:17])[CH:12]=1.[B:18](OC(C)C)([O:23]C(C)C)[O:19]C(C)C.C([Li])CCC.[OH-].[Na+]>C1COCC1>[Cl:1][C:2]1[CH:7]=[C:6]([B:18]([OH:23])[OH:19])[C:5]([O:9][CH3:10])=[CH:4][C:3]=1[C:11]1[CH:16]=[CH:15][CH:14]=[C:13]([F:17])[CH:12]=1 |f:3.4|. Procedure: A round-bottom flask was charged with 2-chloro-3′-fluoro-4-iodo-5-methoxy-1,1′-biphenyl (1.68 g, 4.63 mmol), triisopropyl borate (1.399 ml, 6.02 mmol), and THF (23.17 ml). The flask was cooled in a dry ice-acetone bath for 10 min, then n-butyllithium (2.5 M in hexane) (2.409 ml, 6.02 mmol) was added drop wise over 1 min. After 40 min, a solution of 2 N aq. NaOH (25 mL) was added. The resulting biphasic mixture was stirred for 10 min, and then partitioned between water and ether. The layers were ... The reactants are CC(C)(C)OC(=O)C(C)(C)Br, CCCCCCCc1ccc(C(=O)C=CC2(C)C(C)=C(C)C(C(=O)OC(C)(C)C)=C(C)C2OC)cc1. Yields the product CCCCCCCc1ccc(C(=O)C=CC2(C)C(C)=C(C)C(C(=O)O)=C(C)C2OC)cc1. RXN SMILES: [Br:37][C:38]([CH3:39])([CH3:40])[C:41]([O:42][C:43]([CH3:44])([CH3:45])[CH3:46])=[O:47].[CH2:1]([CH2:2][CH2:3][CH2:4][CH2:5][CH2:6][CH3:7])[c:8]1[cH:9][cH:10][c:11]([C:14]([CH:15]=[CH:16][C:17]2([CH3:35])[CH:18]([O:33][CH3:34])[C:19]([CH3:32])=[C:20]([C:25](=[O:26])[O:27][C:28]([CH3:29])([CH3:30])[CH3:31])[C:21]([CH3:24])=[C:22]2[CH3:23])=[O:36])[cH:12][cH:13]1>>[CH2:1]([CH2:2][CH2:3][CH2:4][CH2:5][CH2:6][CH3:7])[c:8]1[cH:9][cH:10][c:11]([C:14]([CH:15]=[CH:16][C:17]2([CH3:35])[CH:18]([O:33][CH3:34])[C:19]([CH3:32])=[C:20]([C:25](=[O:26])[OH:27])[C:21]([CH3:24])=[C:22]2[CH3:23])=[O:36])[cH:12][cH:13]1.